From a dataset of the Open Reaction Database (ORD), a public repository of structured organic reaction records. describe an organic reaction: reactants, conditions, products, and yield The reactants are N1(C=CC=C1)C=1C=C(N)C=CC1 (3-(1H-pyrrol-1-yl)aniline), ClC1=CC(=C(C=C1)NC(COCC(=O)O)=O)C(=O)OC ((2-([4-chloro-2-(methoxycarbonyl)phenyl]amino)-2-oxoethoxy)acetic acid). The product is ClC=1C=CC(=C(C(=O)O)C1)NC(COCC(NC1=CC(=CC=C1)N1C=CC=C1)=O)=O (5-chloro-2-([(2-oxo-2-([3-(1H-pyrrol-1-yl)phenyl]amino)ethoxy)acetyl]amino)benzoic acid). Reaction SMILES: [N:1]1([C:6]2[CH:7]=[C:8]([CH:10]=[CH:11][CH:12]=2)[NH2:9])[CH:5]=[CH:4][CH:3]=[CH:2]1.[Cl:13][C:14]1[CH:19]=[CH:18][C:17]([NH:20][C:21](=[O:28])[CH2:22][O:23][CH2:24][C:25](O)=[O:26])=[C:16]([C:29]([O:31]C)=[O:30])[CH:15]=1>>[Cl:13][C:14]1[CH:19]=[CH:18][C:17]([NH:20][C:21](=[O:28])[CH2:22][O:23][CH2:24][C:25](=[O:26])[NH:9][C:8]2[CH:10]=[CH:11][CH:12]=[C:6]([N:1]3[CH:2]=[CH:3][CH:4]=[CH:5]3)[CH:7]=2)=[C:16]([CH:15]=1)[C:29]([OH:31])=[O:30]. Procedure: Using the same method as in Example 15-(i), 3-(1H-pyrrol-1-yl)aniline was reacted with the (2-([4-chloro-2-(methoxycarbonyl)phenyl]amino)-2-oxoethoxy)acetic acid obtained in Example 1-(i) to give 5-chloro-2-([(2-oxo-2-([3-(1H-pyrrol-1-yl)phenyl]amino)ethoxy)acetyl]amino)benzoic acid.methyl ester (yield: 60%).